From a dataset of the Open Reaction Database (ORD), a public repository of structured organic reaction records. describe an organic reaction: reactants, conditions, products, and yield Yields the product C(=O)(O)CCC1=C(OCCCC(=O)O)C=CC=C1CCCCCCOC=1C=C(C=C(C1)C(N(C)C)=O)C1=CC=C(C=C1)Cl (4-{2-(2-Carboxy-ethyl)-3-[6-(4′-chloro-5-dimethylcarbamoyl-biphenyl-3-yloxy)-hexyl]-phenoxy}-butyric acid). RXN SMILES: C([O:3][C:4](=[O:41])[CH2:5][CH2:6][CH2:7][O:8][C:9]1[CH:14]=[CH:13][CH:12]=[C:11]([CH2:15][CH2:16][CH2:17][CH2:18][CH2:19][CH2:20][O:21][C:22]2[CH:27]=[C:26]([C:28](=[O:32])[N:29]([CH3:31])[CH3:30])[CH:25]=[C:24](Br)[CH:23]=2)[C:10]=1[CH2:34][CH2:35][C:36]([O:38]CC)=[O:37])C.[Cl:42][C:43]1[CH:48]=[CH:47][C:46](B(O)O)=[CH:45][CH:44]=1>>[C:36]([CH2:35][CH2:34][C:10]1[C:11]([CH2:15][CH2:16][CH2:17][CH2:18][CH2:19][CH2:20][O:21][C:22]2[CH:23]=[C:24]([C:46]3[CH:47]=[CH:48][C:43]([Cl:42])=[CH:44][CH:45]=3)[CH:25]=[C:26]([C:28](=[O:32])[N:29]([CH3:30])[CH3:31])[CH:27]=2)=[CH:12][CH:13]=[CH:14][C:9]=1[O:8][CH2:7][CH2:6][CH2:5][C:4]([OH:41])=[O:3])([OH:38])=[O:37]. Reactants: C(C)OC(CCCOC1=C(C(=CC=C1)CCCCCCOC1=CC(=CC(=C1)C(N(C)C)=O)Br)CCC(=O)OCC)=O (4-[3-[6-(3-bromo-5-dimethylcarbamoyl-phenoxy)-hexyl]-2-(2-ethoxycarbonyl-ethyl)-phenoxy]-butyric acid ethyl ester), ClC1=CC=C(C=C1)B(O)O (4-chlorophenylboronic acid). Procedure: The title compound was prepared according to the general procedure described in Steps 3 and 4 of Method F starting from 4-[3-[6-(3-bromo-5-dimethylcarbamoyl-phenoxy)-hexyl]-2-(2-ethoxycarbonyl-ethyl)-phenoxy]-butyric acid ethyl ester and 4-chlorophenylboronic acid. LC/MS indicated a purity of 100% as measured by UV 214 nM. Reactants: Cl.ClC=1C=C(C=CC1F)C1=CC(=CC=C1)C[C@H](C1=NC(=NO1)C)N (2-(3′-Chloro-4′-fluoro-biphenyl-3-yl)-1-(R)-(3-methyl-[1,2,4]oxadiazol-5-yl)-ethylamine hydrochloride salt), COC1=C(C=C(C=C1)C1=CC=C(C=C1)C(F)(F)F)C(=O)O (4-Methoxy-4′-trifluoromethyl-biphenyl-3-carboxylic acid). Product: ClC=1C=C(C=CC1F)C1=CC(=CC=C1)C[C@H](C1=NC(=NO1)C)NC(=O)C=1C=C(C=CC1OC)C1=CC=C(C=C1)C(F)(F)F (4-Methoxy-4′-trifluoromethyl-biphenyl-3-carboxylic acid [2-(3′-chloro-4′-fluoro-biphenyl-3-yl)-1-(R)-(3-methyl-[1,2,4]oxadiazol-5-yl)-ethyl]-amide). The yield is 63.0%. Reaction SMILES: Cl.[Cl:2][C:3]1[CH:4]=[C:5]([C:10]2[CH:15]=[CH:14][CH:13]=[C:12]([CH2:16][C@@H:17]([NH2:24])[C:18]3[O:22][N:21]=[C:20]([CH3:23])[N:19]=3)[CH:11]=2)[CH:6]=[CH:7][C:8]=1[F:9].[CH3:25][O:26][C:27]1[CH:32]=[CH:31][C:30]([C:33]2[CH:38]=[CH:37][C:36]([C:39]([F:42])([F:41])[F:40])=[CH:35][CH:34]=2)=[CH:29][C:28]=1[C:43](O)=[O:44]>>[Cl:2][C:3]1[CH:4]=[C:5]([C:10]2[CH:15]=[CH:14][CH:13]=[C:12]([CH2:16][C@@H:17]([NH:24][C:43]([C:28]3[CH:29]=[C:30]([C:33]4[CH:38]=[CH:37][C:36]([C:39]([F:40])([F:42])[F:41])=[CH:35][CH:34]=4)[CH:31]=[CH:32][C:27]=3[O:26][CH3:25])=[O:44])[C:18]3[O:22][N:21]=[C:20]([CH3:23])[N:19]=3)[CH:11]=2)[CH:6]=[CH:7][C:8]=1[F:9] |f:0.1|. Reported procedure: 4-Methoxy-4′-trifluoromethyl-biphenyl-3-carboxylic acid [2-(3′-chloro-4′-fluoro-biphenyl-3-yl)-1-(R)-(3-methyl-[1,2,4]oxadiazol-5-yl)-ethyl]-amide (0.073 g) was prepared from 2-(3′-Chloro-4′-fluoro-biphenyl-3-yl)-1-(R)-(3-methyl-[1,2,4]oxadiazol-5-yl)-ethylamine hydrochloride salt [0.07 g, 0.19 mmol, prepared from [2-(3′-Chloro-4′-fluoro-biphenyl-3-yl)-1-(R)-(3-methyl-[1,2,4]oxadiazol-5-yl)-ethyl]-carbamic acid tert-butylester following general procedure N] and 4-Methoxy-4′-trifluoromethyl-biphe... Product: C(#C)C=1C=C(C=CC1F)NC1=NC=NC2=CC(=C(C=C12)OCCCN1CC2C(C1)OCCO2)OC (N-(3-ethynyl-4-fluorophenyl)-7-methoxy-6-(3-(tetrahydro-2H-[1,4]dioxino[2,3-c]pyrrol-6(3H)-yl) propoxy)quinazolin-4-amine). Reactants: O1CCOC2C1CNC2 (hexahydro-2H-[1,4]dioxino[2,3-c]pyrrole), C(#C)C=1C=C(C=CC1F)NC1=NC=NC2=CC(=C(C=C12)OCCCCl)OC (N-(3-ethynyl-4-fluorophenyl)-6-(3-chloropropoxy)-7-methoxyquinazolin-4-amine), C(=O)([O-])[O-].[K+].[K+] (K2CO3). Reagents/catalysts: [I-].C(CCC)[N+](CCCC)(CCCC)CCCC (tetrabutylammonium iodide). Yield: 43.7%. Solvent: CN(C)C=O (DMF). Procedure details: A mixture of hexahydro-2H-[1,4]dioxino[2,3-c]pyrrole (0.40 g, 3.01 mmol, 1.0 eq), N-(3-ethynyl-4-fluorophenyl)-6-(3-chloropropoxy)-7-methoxyquinazolin-4-amine (0.87 g, 2.25 mmol, 0.75 eq), anhydrous K2CO3 (1.24 g, 9.0 mmol, 3.0 eq) and tetrabutylammonium iodide (55 mg, 0.15 mmol, 0.05 eq) in DMF (10 mL) was heated at 70° C. for 11 h. The reaction mixture was cooled to room temperature and quenched with water (10 mL). The resulted mixture was diluted with EtOAc (20 mL) and the organic phase was s... Run at temperature 70 celsius. As a reaction SMILES: [O:1]1[CH:6]2[CH2:7][NH:8][CH2:9][CH:5]2[O:4][CH2:3][CH2:2]1.[C:10]([C:12]1[CH:13]=[C:14]([NH:19][C:20]2[C:29]3[C:24](=[CH:25][C:26]([O:35][CH3:36])=[C:27]([O:30][CH2:31][CH2:32][CH2:33]Cl)[CH:28]=3)[N:23]=[CH:22][N:21]=2)[CH:15]=[CH:16][C:17]=1[F:18])#[CH:11].C([O-])([O-])=O.[K+].[K+]>[I-].C([N+](CCCC)(CCCC)CCCC)CCC.CN(C=O)C>[C:10]([C:12]1[CH:13]=[C:14]([NH:19][C:20]2[C:29]3[C:24](=[CH:25][C:26]([O:35][CH3:36])=[C:27]([O:30][CH2:31][CH2:32][CH2:33][N:8]4[CH2:7][CH:6]5[O:1][CH2:2][CH2:3][O:4][CH:5]5[CH2:9]4)[CH:28]=3)[N:23]=[CH:22][N:21]=2)[CH:15]=[CH:16][C:17]=1[F:18])#[CH:11] |f:2.3.4,5.6|. Starting materials: NC1=NNC2=C1C=NC(=C2)NC(=O)N[C@H](C)C2=CC=CC=C2 ((R)-1-(3-amino-1H-pyrazolo[4,3-c]pyridin-6-yl)-3-(1-phenylethyl)urea), C1(CC(CC1)=O)=O (cyclopentane-1,3-dione), [O-]S(=O)(=O)[O-].[Mg+2] (MgSO4). Run in C1(=CC=CC=C1)C (toluene). Reaction conditions: temperature 150 celsius. Product: O=C1C=C(CC1)NC1=NNC2=C1C=NC(=C2)NC(=O)N[C@H](C)C2=CC=CC=C2 ((R)-1-(3-((3-oxocyclopent-1-en-1-yl)amino)-1H-pyrazolo[4,3-c]pyridin-6-yl)-3-(1-phenylethyl)urea). Yield: 4.6%. Reaction SMILES: [NH2:1][C:2]1[C:6]2[CH:7]=[N:8][C:9]([NH:11][C:12]([NH:14][C@@H:15]([C:17]3[CH:22]=[CH:21][CH:20]=[CH:19][CH:18]=3)[CH3:16])=[O:13])=[CH:10][C:5]=2[NH:4][N:3]=1.[C:23]1(=O)[CH2:27][CH2:26][C:25](=[O:28])[CH2:24]1.[O-]S([O-])(=O)=O.[Mg+2]>C1(C)C=CC=CC=1>[O:28]=[C:25]1[CH2:26][CH2:27][C:23]([NH:1][C:2]2[C:6]3[CH:7]=[N:8][C:9]([NH:11][C:12]([NH:14][C@@H:15]([C:17]4[CH:22]=[CH:21][CH:20]=[CH:19][CH:18]=4)[CH3:16])=[O:13])=[CH:10][C:5]=3[NH:4][N:3]=2)=[CH:24]1 |f:2.3|. Procedure: A mixture of (R)-1-(3-amino-1H-pyrazolo[4,3-c]pyridin-6-yl)-3-(1-phenylethyl)urea (52.9 mg, 0.179 mmol), cyclopentane-1,3-dione (34.1 mg, 0.348 mmol) and MgSO4 (167.7 mg, 1.393 mmol) in toluene (2 ml) was heated in a sealed 5 ml microwave vial to 150° C. for 1 hr. LCMS shows formation of product. The mixture was poured directly onto silica gel and purified via flash chromatography (Biotage SNAP 10 g, 0-20% MeOH/DCM) to provide (R)-1-(3-((3-oxocyclopent-1-en-1-yl)amino)-1H-pyrazolo[4,3-c]pyridin-... The reactants are CC(C)(C)OC(=O)NC1CCN(c2ccc(N3CC(CN(C(=O)OCC(Cl)(Cl)Cl)c4ccon4)OC3=O)cc2F)C1, CCO, ClCCl, Cl. Product: NC1CCN(c2ccc(N3CC(CN(C(=O)OCC(Cl)(Cl)Cl)c4ccon4)OC3=O)cc2F)C1. RXN SMILES: [C:1]([O:2][C:3](=[O:4])[NH:8][CH:9]1[CH2:10][N:11]([c:14]2[c:15]([F:41])[cH:16][c:17]([N:20]3[C:21](=[O:40])[O:22][CH:23]([CH2:25][N:26]([C:27](=[O:28])[O:29][CH2:30][C:31]([Cl:32])([Cl:33])[Cl:34])[c:35]4[n:36][o:37][cH:38][cH:39]4)[CH2:24]3)[cH:18][cH:19]2)[CH2:12][CH2:13]1)([CH3:5])([CH3:6])[CH3:7].[CH3:46][CH2:47][OH:48].[Cl:43][CH2:44][Cl:45].[ClH:42]>>[NH2:8][CH:9]1[CH2:10][N:11]([c:14]2[c:15]([F:41])[cH:16][c:17]([N:20]3[C:21](=[O:40])[O:22][CH:23]([CH2:25][N:26]([C:27](=[O:28])[O:29][CH2:30][C:31]([Cl:32])([Cl:33])[Cl:34])[c:35]4[n:36][o:37][cH:38][cH:39]4)[CH2:24]3)[cH:18][cH:19]2)[CH2:12][CH2:13]1.